This data is from the Open Reaction Database (ORD), a public repository of structured organic reaction records. The task is: describe an organic reaction: reactants, conditions, products, and yield The reactants are C(C)(C)(C)NC(C1=CC(=C(C=C1)C)OC)=O (N-tert-butyl-4-methyl-3-methoxybenzamide), BrN1C(CCC1=O)=O (N-bromosuccinimide), C(C1=CC=CC=C1)(=O)OOC(C1=CC=CC=C1)=O (benzoyl peroxide). The solvent is C(Cl)(Cl)(Cl)Cl (carbon tetrachloride). Conditions: temperature 30 celsius. Yields the product C(C)(C)(C)NC(C1=CC(=C(C=C1)CBr)OC)=O (N-tert-Butyl-4-bromomethyl-3-methoxybenzamide). RXN SMILES: [C:1]([NH:5][C:6](=[O:16])[C:7]1[CH:12]=[CH:11][C:10]([CH3:13])=[C:9]([O:14][CH3:15])[CH:8]=1)([CH3:4])([CH3:3])[CH3:2].[Br:17]N1C(=O)CCC1=O.C(OOC(=O)C1C=CC=CC=1)(=O)C1C=CC=CC=1>C(Cl)(Cl)(Cl)Cl>[C:1]([NH:5][C:6](=[O:16])[C:7]1[CH:12]=[CH:11][C:10]([CH2:13][Br:17])=[C:9]([O:14][CH3:15])[CH:8]=1)([CH3:4])([CH3:3])[CH3:2]. Procedure details: A mixture of 3 g of N-tert-butyl-4-methyl-3-methoxybenzamide, 2.4 g of N-bromosuccinimide and 0.16 g of benzoyl peroxide in 40 ml of carbon tetrachloride is stirred at 30° C. while irradiating in the visible spectrum for 48 hours. The solvent is evaporated and then, successively, 25 ml of water are added, extraction is carried out with diethyl ether, drying is carried out over MgSO4, the solvent is evaporated and the residue is chromatographed on silica gel, elution being carried out with an 8/2...